Dataset: the Open Reaction Database (ORD), a public repository of structured organic reaction records. Task: describe an organic reaction: reactants, conditions, products, and yield Starting materials: ClC=1C(=NC=C(C(=O)Cl)C1)Cl (5,6-Dichloro-nicotinoyl chloride), [NH4+].[OH-] (NH4OH), O (water). Solvent: C(Cl)Cl (CH2Cl2), C(Cl)Cl (CH2Cl2). Run at time 2 hour. The product is ClC=1C(=NC=C(C(=O)N)C1)Cl (5,6-Dichloro-nicotinamide). Reaction SMILES: [Cl:1][C:2]1[C:3]([Cl:11])=[N:4][CH:5]=[C:6]([CH:10]=1)[C:7](Cl)=[O:8].[NH4+:12].[OH-].O>C(Cl)Cl>[Cl:1][C:2]1[C:3]([Cl:11])=[N:4][CH:5]=[C:6]([CH:10]=1)[C:7]([NH2:12])=[O:8] |f:1.2|. Procedure: A solution of 5,6-dichloro-nicotinoyl chloride from step (a) above (1.73 g, 8.22 mmol)) in CH2Cl2 (50 mL) was added to a mixture of 28% aq. NH4OH (20 mL), water (20 mL) and CH2Cl2 (50 mL), and vigorously stirred at room temperature for 2 h. The organic phase was separated, washed with brine (50 mL), dried over Na2SO4, filtered and concentrated in vacuo to give the title compound as a white solid. MS (ESI, pos. ion) m/z: 191 (M+1).